This data is from the Open Reaction Database (ORD), a public repository of structured organic reaction records. The task is: describe an organic reaction: reactants, conditions, products, and yield Reactants: FC1=C(CN2[C@H](CCC2=O)C(=O)O)C=CC=C1 ((R)-1-(2-fluorobenzyl)-5-oxopyrrolidine-2-carboxylic acid), [Cl-].C(C)OC(C(C(CC1=CC=CC=C1)[NH3+])O)=O (4-ethoxy-3-hydroxy-4-oxo-1-phenylbutan-2-aminium chloride). The product is FC1=C(CN2[C@H](CCC2=O)C(=O)NC(C(C(=O)OCC)O)CC2=CC=CC=C2)C=CC=C1 (Ethyl 3-((R)-1-(2-fluorobenzyl)-5-oxopyrrolidine-2-carboxamido)-2-hydroxy-4-phenylbutanoate). Reaction SMILES: [F:1][C:2]1[CH:17]=[CH:16][CH:15]=[CH:14][C:3]=1[CH2:4][N:5]1[C:9](=[O:10])[CH2:8][CH2:7][C@@H:6]1[C:11]([OH:13])=O.[Cl-].[CH2:19]([O:21][C:22](=[O:34])[CH:23]([OH:33])[CH:24]([NH3+:32])[CH2:25][C:26]1[CH:31]=[CH:30][CH:29]=[CH:28][CH:27]=1)[CH3:20]>>[F:1][C:2]1[CH:17]=[CH:16][CH:15]=[CH:14][C:3]=1[CH2:4][N:5]1[C:9](=[O:10])[CH2:8][CH2:7][C@@H:6]1[C:11]([NH:32][CH:24]([CH2:25][C:26]1[CH:27]=[CH:28][CH:29]=[CH:30][CH:31]=1)[CH:23]([OH:33])[C:22]([O:21][CH2:19][CH3:20])=[O:34])=[O:13] |f:1.2|. Procedure: The reaction was carried out in analogy to reaction step 20.1 by reacting (R)-1-(2-fluorobenzyl)-5-oxopyrrolidine-2-carboxylic acid and 4-ethoxy-3-hydroxy-4-oxo-1-phenylbutan-2-aminium chloride. ESI-MS [M+H]+=443.2. Starting materials: CCOC(C)=O, ClCCl, CC(C)(C)OC(=O)N1CCN(c2noc(CO)n2)CC1, O=S(Cl)Cl, c1ccncc1. Yields the product CC(C)(C)OC(=O)N1CCN(c2noc(CCl)n2)CC1. As a reaction SMILES: [CH3:34][CH2:35][O:36][C:37](=[O:38])[CH3:39].[Cl:21][CH2:22][Cl:23].[OH:1][CH2:2][c:3]1[n:4][c:5]([N:8]2[CH2:9][CH2:10][N:11]([C:14](=[O:15])[O:16][C:17]([CH3:18])([CH3:19])[CH3:20])[CH2:12][CH2:13]2)[n:6][o:7]1.[S:30]([Cl:31])([Cl:32])=[O:33].[cH:24]1[cH:25][cH:26][n:27][cH:28][cH:29]1>>[CH2:2]([c:3]1[n:4][c:5]([N:8]2[CH2:9][CH2:10][N:11]([C:14](=[O:15])[O:16][C:17]([CH3:18])([CH3:19])[CH3:20])[CH2:12][CH2:13]2)[n:6][o:7]1)[Cl:21]. Reactants: Cc1ccc(C(=O)O)c(C)c1, O=C(Cl)C(=O)Cl, ClCCl, CN(C)C=O. Product: Cc1ccc(C(=O)Cl)c(C)c1. RXN SMILES: [CH3:1][c:2]1[c:3]([C:4](=[O:5])[OH:6])[cH:7][cH:8][c:9]([CH3:11])[cH:10]1.[Cl:12][C:13]([C:14]([Cl:15])=[O:16])=[O:17].[Cl:23][CH2:24][Cl:25].[O:18]=[CH:19][N:20]([CH3:21])[CH3:22]>>[CH3:1][c:2]1[c:3]([C:4](=[O:5])[Cl:12])[cH:7][cH:8][c:9]([CH3:11])[cH:10]1. Reactants: Oc1ccc(F)cc1Br, O=C([O-])[O-], [Cl-], ClCCl, [K+], [K+], [Na+], C1=COCCC1, O, Cc1ccc(S(=O)(=O)[O-])cc1, c1cc[nH+]cc1. Yields the product Fc1ccc(OC2CCCCO2)c(Br)c1. As a reaction SMILES: [Br:24][c:25]1[c:26]([OH:32])[cH:27][cH:28][c:29]([F:31])[cH:30]1.[C:33](=[O:34])([O-:35])[O-:36].[Cl-:40].[Cl:41][CH2:42][Cl:43].[K+:37].[K+:38].[Na+:39].[O:1]1[CH2:2][CH2:3][CH2:4][CH:5]=[CH:6]1.[OH2:44].[c:7]1([CH3:8])[cH:9][cH:10][c:11]([S:12]([O-:13])(=[O:14])=[O:15])[cH:16][cH:17]1.[nH+:18]1[cH:19][cH:20][cH:21][cH:22][cH:23]1>>[O:1]1[CH2:2][CH2:3][CH2:4][CH2:5][CH:6]1[O:32][c:26]1[c:25]([Br:24])[cH:30][c:29]([F:31])[cH:28][cH:27]1. Starting materials: C[O-].[Na+] (sodium methoxide), Cl (hydrochloric acid), FC(C(=O)OCC)(F)F (Ethyl trifluoroacetate), C1SCC(C2=CC=CC=C12)=O (isothiochroman-4-one). Run in O1CCCC1 (tetrahydrofuran), O1CCCC1 (tetrahydrofuran). Conditions: time 70.8 hour. Product: FC(C(=O)C1SCC2=CC=CC=C2C1=O)(F)F (3-(trifluoroacetyl)isothiochroman-4-one). Yield: 82.0%. As a reaction SMILES: [F:1][C:2]([F:9])([F:8])[C:3]([O:5]CC)=O.C[O-].[Na+].[CH2:13]1[C:22]2[C:17](=[CH:18][CH:19]=[CH:20][CH:21]=2)[C:16](=[O:23])[CH2:15][S:14]1.Cl>O1CCCC1>[F:9][C:2]([F:1])([F:8])[C:3]([CH:15]1[C:16](=[O:23])[C:17]2[C:22](=[CH:21][CH:20]=[CH:19][CH:18]=2)[CH2:13][S:14]1)=[O:5] |f:1.2|. Procedure details: Ethyl trifluoroacetate (3.67 g, 25.8 mmol) was dissolved in tetrahydrofuran (15 mL) and treated with 25% sodium methoxide (6.46 g, 29.9 mmol) followed by a solution of isothiochroman-4-one (4.15 g, 25.3 mmol) in tetrahydrofuran (15 mL). The reaction was stirred at room temperature for 70.8 hours and treated with 3N hydrochloric acid (10 mL). The organic layer was collected, washed with brine, dried over MgSO4, concentrated in vacuo, and passed through a column of silica gel eluting with 40% ethy... Reactants: ice water, O[C@@]12[C@]3(CCC(C=C3CC[C@H]1[C@@H]1CCC([C@@]1(C)CC2)=O)=O)C (9α-Hydroxyandrostenedione), S(O)(O)(=O)=O (sulfuric acid), C(C)(=O)OCC (ethyl acetate). Solvent: CCCCCC (hexane). Product: C[C@@]12C(CC[C@H]1[C@@H]1CCC3=CC(CC[C@]3(C)C1=CC2)=O)=O (androsta-4,9(11)-diene-3,17-dione). Reaction SMILES: O[C@:2]12[CH2:19][CH2:18][C@@:16]3([CH3:17])[C@@H:12]([CH2:13][CH2:14][C:15]3=[O:20])[C@@H:11]1[CH2:10][CH2:9][C:8]1[C@:3]2([CH3:22])[CH2:4][CH2:5][C:6](=[O:21])[CH:7]=1.S(=O)(=O)(O)O.C(OCC)(=O)C>CCCCCC>[CH3:17][C@:16]12[CH2:18][CH:19]=[C:2]3[C@@H:11]([CH2:10][CH2:9][C:8]4[C@:3]3([CH3:22])[CH2:4][CH2:5][C:6](=[O:21])[CH:7]=4)[C@@H:12]1[CH2:13][CH2:14][C:15]2=[O:20]. Procedure details: 9α-Hydroxyandrostenedione (9.07 g.) is added to aqueous sulfuric acid (22.5 ml. of 70%; 3 parts water and 7 parts sulfuric acid). The resulting slurry is stirred at 23°-25° until the reaction is complete as measured by TLC(ethyl acetate:hexane, 60:40). When complete the reaction mixture is cooled (10°) and added dropwise to ice-water (800 ml.) with rapid stirring. The resulting slurry is stirred overnight, filtered and the solids washed with water (500 ml.), sodium bicarbonate solution (10%, 500...